This data is from the Open Reaction Database (ORD), a public repository of structured organic reaction records. The task is: describe an organic reaction: reactants, conditions, products, and yield The reactants are C([O-])([O-])=O.[Na+].[Na+] (sodium carbonate), C(C1=CC=CC=C1)(=O)C1=CC=NC=C1 (4-benzoyl pyridine), C(C1=CN=CC=C1)(=O)NN (nicotinic acid hydrazide), Cl (hydrochloric acid). Solvent: O (water), C(C)O (ethanol). Yields the product C1(=CC=CC=C1)C(C1=CC=NC=C1)=NNC(C1=CN=CC=C1)=O (nicotinic acid (phenyl-4-pyridinylmethylene)hydrazide). Isolated yield 54.3%. RXN SMILES: [C:1]([C:9]1[CH:14]=[CH:13][N:12]=[CH:11][CH:10]=1)(=O)[C:2]1[CH:7]=[CH:6][CH:5]=[CH:4][CH:3]=1.[C:15]([NH:23][NH2:24])(=[O:22])[C:16]1[CH:21]=[CH:20][CH:19]=[N:18][CH:17]=1.Cl.C(=O)([O-])[O-].[Na+].[Na+]>O.C(O)C>[C:2]1([C:1](=[N:24][NH:23][C:15](=[O:22])[C:16]2[CH:21]=[CH:20][CH:19]=[N:18][CH:17]=2)[C:9]2[CH:14]=[CH:13][N:12]=[CH:11][CH:10]=2)[CH:7]=[CH:6][CH:5]=[CH:4][CH:3]=1 |f:3.4.5|. Procedure details: A mixture of 9.16 gm (0.05 mole) of 4-benzoyl pyridine, 6.86 gm (0.05 mole) of nicotinic acid hydrazide, 100 ml of ethanol and 4.4 ml of concentrated hydrochloric acid was refluxed 16 hr. The reaction mixture was cooled to room temperature. An equal volume of water was added containing 5.4 gm (0.05 mole) of sodium carbonate. The mixture was placed in the refrigerator. The product which separated was collected, washed with water and dried to give 8.21 gm (54%) of the title compound having a melti...